From a dataset of the Open Reaction Database (ORD), a public repository of structured organic reaction records. describe an organic reaction: reactants, conditions, products, and yield The reactants are O[C@H]1C[C@@H]2CC[C@H]3[C@@H]4CC[C@H](C(C)=O)[C@]4(CC[C@@H]3[C@]2(CC1)C)C (3α-hydroxy-5α-pregnan-20-one), BrBr (bromine), resultant suspension, O (water). Run in CO (methanol), CO (methanol). Conditions: time 30 minute. Product: BrCC([C@H]1CC[C@H]2[C@@H]3CC[C@H]4C[C@@H](CC[C@]4(C)[C@H]3CC[C@]12C)O)=O (21-bromo-3α-hydroxy-5α-pregnan-20-one). RXN SMILES: [OH:1][C@@H:2]1[CH2:21][CH2:20][C@@:19]2([CH3:22])[C@@H:4]([CH2:5][CH2:6][C@@H:7]3[C@@H:18]2[CH2:17][CH2:16][C@@:15]2([CH3:23])[C@H:8]3[CH2:9][CH2:10][C@@H:11]2[C:12](=[O:14])[CH3:13])[CH2:3]1.[Br:24]Br.O>CO>[Br:24][CH2:13][C:12](=[O:14])[C@@H:11]1[C@:15]2([CH3:23])[C@H:8]([C@H:7]3[C@H:18]([CH2:17][CH2:16]2)[C@:19]2([CH3:22])[C@H:4]([CH2:3][C@H:2]([OH:1])[CH2:21][CH2:20]2)[CH2:5][CH2:6]3)[CH2:9][CH2:10]1. Procedure details: A stirred solution of 3α-hydroxy-5α-pregnan-20-one (5 g., 15.7 mmole) in AR methanol (350 c.c.) was treated at 0° with a solution of bromine (1 c.c.) in methanol (23 c.c.) at such a rate that the yellow colour disappeared before further addition. The resultant suspension was poured into water and stirred for 30 minutes, and the precipitate was collected by filtration and dried in vacuo. The product was purified by column chromatography on silica gel MFC, (700 g.). Elution with benzene:ethyl acet... Reactants: COC1=C(C=C(C=C1)C1=C(C2=C(NC(N=C2)=O)O1)C1=CC(=C(C(=C1)OC)OC)OC)OCOCCOC (6-[4-Methoxy-3-(2-methoxy-ethoxymethoxy)-phenyl]-5-(3,4,5-trimethoxyphenyl)-1H-furo[2,3-d]pyrimidin-2-one). The solvent is C1CCOC1 (THF), CO (MeOH), Cl (HCl), CCOC(=O)C (EtOAc). Product: OC=1C=C(C=CC1OC)C1=C(C2=C(NC(N=C2)=O)O1)C1=CC(=C(C(=C1)OC)OC)OC (6-(3-Hydroxy-4-methoxy-phenyl)-5-(3,4,5-trimethoxy-phenyl)-1H-furo[2,3-d]pyrimidinone). Reaction SMILES: [CH3:1][O:2][C:3]1[CH:8]=[CH:7][C:6]([C:9]2[O:18][C:12]3[NH:13][C:14](=[O:17])[N:15]=[CH:16][C:11]=3[C:10]=2[C:19]2[CH:24]=[C:23]([O:25][CH3:26])[C:22]([O:27][CH3:28])=[C:21]([O:29][CH3:30])[CH:20]=2)=[CH:5][C:4]=1[O:31]COCCOC>C1COCC1.CO.Cl.CCOC(C)=O>[OH:31][C:4]1[CH:5]=[C:6]([C:9]2[O:18][C:12]3[NH:13][C:14](=[O:17])[N:15]=[CH:16][C:11]=3[C:10]=2[C:19]2[CH:24]=[C:23]([O:25][CH3:26])[C:22]([O:27][CH3:28])=[C:21]([O:29][CH3:30])[CH:20]=2)[CH:7]=[CH:8][C:3]=1[O:2][CH3:1]. Reported procedure: 6-[4-Methoxy-3-(2-methoxy-ethoxymethoxy)-phenyl]-5-(3,4,5-trimethoxyphenyl)-1H-furo[2,3-d]pyrimidin-2-one (Example 6) (102 mg, 0.2 mmol) was dissolved in mixture of THF (2 ml) and MeOH (2 ml) and 0.2 ml of concentrated HCl was added slowly with stirring. The reaction mixture was stirred for overnight with slow evaporation of solvents. The residue was dissolved in EtOAc (50 ml) and washed with water (5 ml). The organic layer was concentrated and purified by silica gel column chromatography using ...